This data is from the Open Reaction Database (ORD), a public repository of structured organic reaction records. The task is: describe an organic reaction: reactants, conditions, products, and yield Reactants: CO, C[Si](C)(C)Cl, O=C(O)Cc1cccc([N+](=O)[O-])c1. The product is COC(=O)Cc1cccc([N+](=O)[O-])c1. Reaction SMILES: [CH3:19][OH:20].[CH3:1][Si:2]([Cl:3])([CH3:4])[CH3:5].[N+:6](=[O:7])([O-:8])[c:9]1[cH:10][c:11]([CH2:15][C:16](=[O:17])[OH:18])[cH:12][cH:13][cH:14]1>>[CH3:1][O:18][C:16]([CH2:15][c:11]1[cH:10][c:9]([N+:6](=[O:7])[O-:8])[cH:14][cH:13][cH:12]1)=[O:17].